This data is from the Open Reaction Database (ORD), a public repository of structured organic reaction records. The task is: describe an organic reaction: reactants, conditions, products, and yield Reactants: ClCC(=O)NC=1C=NC(=CC1)C(N)=NO (2-Chloro-N-(6-(N′-hydroxycarbamimidoyl)pyridin-3-yl)acetamide), C(C)(=O)OC(C)=O (acetic anhydride), N (ammonia). Solvent: O (water). Product: ClCC(=O)NC=1C=NC(=CC1)C1=NOC(=N1)C (2-Chloro-N-[6-(5-methyl-1,2,4-oxadiazol-3-yl)pyridin-3-yl]acetamide). RXN SMILES: [Cl:1][CH2:2][C:3]([NH:5][C:6]1[CH:7]=[N:8][C:9]([C:12](=[N:14][OH:15])[NH2:13])=[CH:10][CH:11]=1)=[O:4].N.[C:17](OC(=O)C)(=O)[CH3:18]>O>[Cl:1][CH2:2][C:3]([NH:5][C:6]1[CH:7]=[N:8][C:9]([C:12]2[N:13]=[C:17]([CH3:18])[O:15][N:14]=2)=[CH:10][CH:11]=1)=[O:4]. Procedure: Compound of example 4 (5.5 g, 24 mmol) was refluxed in acetic anhydride (10 mL) at a temperature in the range of 115-120° C. for 2 hours. The black colored reaction mixture was cooled, diluted with water, basified with ammonia solution, and extracted with ethyl acetate (3×100 mL). The organic layer was washed with brine, dried over sodium sulfate and concentrated. The crude product obtained was purified over silica gel using ethyl acetate/petroleum ether (25%-50%) as eluent and the semipurified ... The reactants are 26C, C(C)OC(C(C)(C)OC1=C(C=C(C=C1)CN)C)=O (2-(4-aminomethyl-2-methyl-phenoxy)-2-methyl-propionic acid ethyl ester), C1(CC1)C1=NC(=NC=C1C(=O)O)C1=CC=C(C=C1)C(F)(F)F (4-cyclopropyl-2-(4-trifluoromethyl-phenyl)-pyrimidine-5-carboxylic acid). The product is C(C)OC(C(C)(C)OC1=C(C=C(C=C1)CNC(=O)C=1C(=NC(=NC1)C1=CC=C(C=C1)C(F)(F)F)C1CC1)C)=O (2-[4-({[4-cyclopropyl-2-(4-trifluoromethyl-phenyl)-pyrimidine-5-carbonyl]-amino}-methyl)-2-methyl-phenoxy]-2-methyl-propionic acid ethyl ester). RXN SMILES: [CH2:1]([O:3][C:4](=[O:18])[C:5]([O:8][C:9]1[CH:14]=[CH:13][C:12]([CH2:15][NH2:16])=[CH:11][C:10]=1[CH3:17])([CH3:7])[CH3:6])[CH3:2].[CH:19]1([C:22]2[C:27]([C:28](O)=[O:29])=[CH:26][N:25]=[C:24]([C:31]3[CH:36]=[CH:35][C:34]([C:37]([F:40])([F:39])[F:38])=[CH:33][CH:32]=3)[N:23]=2)[CH2:21][CH2:20]1>>[CH2:1]([O:3][C:4](=[O:18])[C:5]([O:8][C:9]1[CH:14]=[CH:13][C:12]([CH2:15][NH:16][C:28]([C:27]2[C:22]([CH:19]3[CH2:21][CH2:20]3)=[N:23][C:24]([C:31]3[CH:32]=[CH:33][C:34]([C:37]([F:39])([F:40])[F:38])=[CH:35][CH:36]=3)=[N:25][CH:26]=2)=[O:29])=[CH:11][C:10]=1[CH3:17])([CH3:6])[CH3:7])[CH3:2]. Reported procedure: In analogy to the procedures described in example 26B] and 26C], 2-(4-aminomethyl-2-methyl-phenoxy)-2-methyl-propionic acid ethyl ester (example 97B]) was reacted with 4-cyclopropyl-2-(4-trifluoromethyl-phenyl)-pyrimidine-5-carboxylic acid (example 53B]) to give 2-[4-({[4-cyclopropyl-2-(4-trifluoromethyl-phenyl)-pyrimidine-5-carbonyl]-amino}-methyl)-2-methyl-phenoxy]-2-methyl-propionic acid ethyl ester, which was subsequently saponified to yield the title compound as light yellow foam.